describe an organic reaction: reactants, conditions, products, and yield From a dataset of the Open Reaction Database (ORD), a public repository of structured organic reaction records. Reactants: ClCCl, NC(C(=O)NC1C(=O)Nc2ccccc2OC1c1ccccc1)c1ccc(F)cc1, O=C(O)CC1CCCCC1, On1nnc2ccccc21. Yields the product O=C(CC1CCCCC1)NC(C(=O)NC1C(=O)Nc2ccccc2OC1c1ccccc1)c1ccc(F)cc1. RXN SMILES: [Cl:51][CH2:52][Cl:53].[NH2:1][CH:2]([C:3](=[O:4])[NH:5][CH:6]1[CH:7]([c:18]2[cH:19][cH:20][cH:21][cH:22][cH:23]2)[O:8][c:9]2[c:10]([cH:14][cH:15][cH:16][cH:17]2)[NH:11][C:12]1=[O:13])[c:24]1[cH:25][cH:26][c:27]([F:30])[cH:28][cH:29]1.[OH:31][C:32](=[O:33])[CH2:34][CH:35]1[CH2:36][CH2:37][CH2:38][CH2:39][CH2:40]1.[OH:41][n:42]1[c:43]2[c:44]([cH:45][cH:46][cH:47][cH:48]2)[n:49][n:50]1>>[NH:1]([CH:2]([C:3](=[O:4])[NH:5][CH:6]1[CH:7]([c:18]2[cH:19][cH:20][cH:21][cH:22][cH:23]2)[O:8][c:9]2[c:10]([cH:14][cH:15][cH:16][cH:17]2)[NH:11][C:12]1=[O:13])[c:24]1[cH:25][cH:26][c:27]([F:30])[cH:28][cH:29]1)[C:32](=[O:31])[CH2:34][CH:35]1[CH2:36][CH2:37][CH2:38][CH2:39][CH2:40]1. The reactants are C(C)(=O)C1=CN=CS1 (5-acetylthiazole), Br.BrCC(=O)C1=NC=CC(=C1)C (2-bromoacetyl-4-methylpyridine hydrobromide). The product is Br.BrCC(=O)C1=CN=CS1 (5-bromoacetylthiazole hydrobromide). As a reaction SMILES: [C:1]([C:4]1[S:8][CH:7]=[N:6][CH:5]=1)(=[O:3])[CH3:2].[BrH:9].[Br:10]CC(C1C=C(C)C=CN=1)=O>>[BrH:10].[Br:9][CH2:2][C:1]([C:4]1[S:8][CH:7]=[N:6][CH:5]=1)=[O:3] |f:1.2,3.4|. Procedure: * 5-bromoacetylthiazole hydrobromide was prepared from 5-acetylthiazole according to the procedure for preparing 2-bromoacetyl-4-methylpyridine hydrobromide described in step 2 of Example 31. Starting materials: CC(CCCCO)C(=C)CCC=C(C)C (5-methyl-6-(4-methyl-3-pentenyl)-6-hepten-1-ol), P(O)(O)(O)=O (phosphoric acid). Product: CC1(OCCCC1)C1CC(CCC1)(C)C (2-methyl-2-(3',3'-dimethylcyclohexyl)-tetrahydropyran). As a reaction SMILES: [CH3:1][CH:2]([C:8]([CH2:10][CH2:11][CH:12]=[C:13]([CH3:15])[CH3:14])=[CH2:9])[CH2:3][CH2:4][CH2:5][CH2:6][OH:7].P(=O)(O)(O)O>>[CH3:1][C:2]1([CH:8]2[CH2:10][CH2:11][CH2:12][C:13]([CH3:14])([CH3:15])[CH2:9]2)[CH2:3][CH2:4][CH2:5][CH2:6][O:7]1. Procedure: The procedure of Example I was applied to a sample of 5-methyl-6-(4-methyl-3-pentenyl)-6-hepten-1-ol. This was stirred with 85 percent phosphoric acid for one hour at room temperature, and the ether-soluble, water-insoluble reaction product was chromatographed on alumina. A relatively non-polar material was eluted from the column immediately (polar materials such as alcohols remained on the column). The eluted product was identified by means of NMR and IR as 2-methyl-2-(3',3'-dimethylcyclohexyl)... Starting materials: C(C1=CC=CC=C1)OC1=C(C=C(C(=C1)\C=C\[N+](=O)[O-])[N+](=O)[O-])OCCCOC ((E)-1-(benzyloxy)-2-(3-methoxypropoxy)-4-nitro-5-(2-nitrovinyl)benzene), Example 32-4. Reagents/catalysts: [C].[Pd] (Palladium-carbon). Run in CO (methanol). Run at time 6 hour. The product is COCCCOC1=C(C=C2C=CNC2=C1)O (6-(3-Methoxypropoxy)-1H-indol-5-ol). The yield is 34.0%. As a reaction SMILES: C([O:8][C:9]1[CH:14]=[C:13](/[CH:15]=[CH:16]/[N+]([O-])=O)[C:12]([N+:20]([O-])=O)=[CH:11][C:10]=1[O:23][CH2:24][CH2:25][CH2:26][O:27][CH3:28])C1C=CC=CC=1>CO.[C].[Pd]>[CH3:28][O:27][CH2:26][CH2:25][CH2:24][O:23][C:10]1[CH:11]=[C:12]2[C:13]([CH:15]=[CH:16][NH:20]2)=[CH:14][C:9]=1[OH:8] |f:2.3|. Procedure details: 10% Palladium-carbon (water content, 50%) (8 g) was added to a solution of (E)-1-(benzyloxy)-2-(3-methoxypropoxy)-4-nitro-5-(2-nitrovinyl)benzene described in Production Example 32-4 (19.6 g, 50.5 mmol) in methanol (300 mL) at room temperature. The liquid mixture was stirred under hydrogen atmosphere at room temperature for 6 hours. The reaction liquid was filtered through celite and then the filtrate was concentrated under vacuum. The residue was purified with silica gel column chromatography (... The reactants are N1(CCCCC1)CCO (2-piperidin-1-yl-ethanol), C1(=CC=C(C=C1)S(=O)(=O)Cl)C (p-toluenesulphonyl chloride). The solvent is N1=CC=CC=C1 (pyridine). Run at time 3 hour. The product is N1(CCCCC1)CCOS(=O)(=O)C1=CC=C(C=C1)C (toluene-4-sulfonic acid 2-piperidin-1-yl-ethyl ester). Reaction SMILES: [N:1]1([CH2:7][CH2:8][OH:9])[CH2:6][CH2:5][CH2:4][CH2:3][CH2:2]1.[C:10]1([CH3:20])[CH:15]=[CH:14][C:13]([S:16](Cl)(=[O:18])=[O:17])=[CH:12][CH:11]=1>N1C=CC=CC=1>[N:1]1([CH2:7][CH2:8][O:9][S:16]([C:13]2[CH:14]=[CH:15][C:10]([CH3:20])=[CH:11][CH:12]=2)(=[O:18])=[O:17])[CH2:6][CH2:5][CH2:4][CH2:3][CH2:2]1. Reported procedure: To a mixture of 0.573 g (4 mmole) of 2-piperidin-1-yl-ethanol and 8 mL of pyridine at 0 degrees was added 0.763 g (4 mmole) of p-toluenesulphonyl chloride. The mixture was stirred at ambient temperature for 3 hours. The mixture was concentrated under reduced pressure and 10 mL of water was added. The mixture was extracted twice with 10 mL of dichloromethane. The combined organic layers were washed with brine, dried over anhydrous magnesium sulfate, filtered and concentrated under reduced pressur... The reactants are C(CCl)Cl (EDC), FC1=C(C(=CC=C1O)F)C(C(=O)O)OCC ((RS)-(2,6-difluoro-3-hydroxy-phenyl)-ethoxy-acetic acid), Cl.Cl.C(C1=CC=CC=C1)OC(NC(=N)C1=CC=C(C=C1)CN)=O ([(4-aminomethyl-phenyl)-imino-methyl]-carbamic acid benzyl ester dihydrochloride), ON1N=NC2=C1C=CC=C2 (1-hydroxybenzotriazole). Solvent: C(C)N(CC)CC (trietylamine), CN(C)C=O (DMF). Run at time 1 hour. The product is C(C1=CC=CC=C1)OC(NC(=N)C1=CC=C(C=C1)CNC(C(OCC)C1=C(C(=CC=C1F)O)F)=O)=O ((RS)-[(4-{[2-(2,6-difluoro-3-hydroxy-phenyl)-2-ethoxy-acetylamino]-methyl}-phenyl)-imino-methyl]-carbamic acid benzyl ester). The yield is 40.1%. Reaction SMILES: [F:1][C:2]1[C:7]([OH:8])=[CH:6][CH:5]=[C:4]([F:9])[C:3]=1[CH:10]([O:14][CH2:15][CH3:16])[C:11]([OH:13])=O.Cl.Cl.[CH2:19]([O:26][C:27](=[O:39])[NH:28][C:29]([C:31]1[CH:36]=[CH:35][C:34]([CH2:37][NH2:38])=[CH:33][CH:32]=1)=[NH:30])[C:20]1[CH:25]=[CH:24][CH:23]=[CH:22][CH:21]=1.ON1C2C=CC=CC=2N=N1.C(Cl)CCl>CN(C=O)C.C(N(CC)CC)C>[CH2:19]([O:26][C:27](=[O:39])[NH:28][C:29]([C:31]1[CH:32]=[CH:33][C:34]([CH2:37][NH:38][C:11](=[O:13])[CH:10]([C:3]2[C:4]([F:9])=[CH:5][CH:6]=[C:7]([OH:8])[C:2]=2[F:1])[O:14][CH2:15][CH3:16])=[CH:35][CH:36]=1)=[NH:30])[C:20]1[CH:25]=[CH:24][CH:23]=[CH:22][CH:21]=1 |f:1.2.3|. Reported procedure: To a solution of (RS)-(2,6-difluoro-3-hydroxy-phenyl)-ethoxy-acetic acid (12.0 g) in DMF (600 ml) was added [(4-aminomethyl-phenyl)-imino-methyl]-carbamic acid benzyl ester dihydrochloride [Prepared according to Ch. Lila, Ph. Gloanec, L. Cadet, Y. Hervé, J. Fournier, F. Leborgne, T. J. Verbeuren, G. De Nanteuil, Synthetic Communications 1998, 28, 23, 4419–4429] (18.2 g) and 1-hydroxybenzotriazole. The mixture was cooled to 0–5° C. and EDC (15.8 g) and trietylamine (62 ml) were added. The mixture... Reactants: CC(=O)SCC(C)C(=O)N1CCCC1C(=O)NC(Cc1ccccc1)C(=O)O, CN(C)c1ccncc1, C(=NC1CCCCC1)=NC1CCCCC1, ClC(Cl)Cl, Oc1cccc(CBr)c1. The product is CC(=O)SCC(C)C(=O)N1CCCC1C(=O)NC(Cc1ccccc1)C(=O)Oc1cccc(CBr)c1. RXN SMILES: [C:1]([CH3:2])(=[O:3])[S:4][CH2:5][CH:6]([C:7](=[O:8])[N:9]1[CH:10]([C:11](=[O:12])[NH:13][CH:14]([CH2:15][c:16]2[cH:17][cH:18][cH:19][cH:20][cH:21]2)[C:22](=[O:23])[OH:24])[CH2:25][CH2:26][CH2:27]1)[CH3:28].[CH3:53][N:54]([CH3:55])[c:56]1[cH:57][cH:58][n:59][cH:60][cH:61]1.[CH:38]1([N:39]=[C:40]=[N:41][CH:42]2[CH2:43][CH2:44][CH2:45][CH2:46][CH2:47]2)[CH2:48][CH2:49][CH2:50][CH2:51][CH2:52]1.[Cl:62][CH:63]([Cl:64])[Cl:65].[OH:29][c:30]1[cH:31][c:32]([CH2:36][Br:37])[cH:33][cH:34][cH:35]1>>[C:1]([CH3:2])(=[O:3])[S:4][CH2:5][CH:6]([C:7](=[O:8])[N:9]1[CH:10]([C:11](=[O:12])[NH:13][CH:14]([CH2:15][c:16]2[cH:17][cH:18][cH:19][cH:20][cH:21]2)[C:22]([O:23][c:30]2[cH:31][c:32]([CH2:36][Br:37])[cH:33][cH:34][cH:35]2)=[O:24])[CH2:25][CH2:26][CH2:27]1)[CH3:28]. Reactants: C=CCN1CC(C)N(C(c2ccc(C(=O)N(CC)CC)cc2)c2cccc(N)c2)CC1C, CCOC=O. The product is C=CCN1CC(C)N(C(c2ccc(C(=O)N(CC)CC)cc2)c2cccc(NC=O)c2)CC1C. RXN SMILES: [CH2:1]([CH:2]=[CH2:3])[N:4]1[CH2:5][CH:6]([CH3:32])[N:7]([CH:11]([c:12]2[cH:13][c:14]([NH2:18])[cH:15][cH:16][cH:17]2)[c:19]2[cH:20][cH:21][c:22]([C:23](=[O:24])[N:25]([CH2:26][CH3:27])[CH2:28][CH3:29])[cH:30][cH:31]2)[CH2:8][CH:9]1[CH3:10].[CH:33](=[O:34])[O:35][CH2:36][CH3:37]>>[CH2:1]([CH:2]=[CH2:3])[N:4]1[CH2:5][CH:6]([CH3:32])[N:7]([CH:11]([c:12]2[cH:13][c:14]([NH:18][CH:33]=[O:34])[cH:15][cH:16][cH:17]2)[c:19]2[cH:20][cH:21][c:22]([C:23](=[O:24])[N:25]([CH2:26][CH3:27])[CH2:28][CH3:29])[cH:30][cH:31]2)[CH2:8][CH:9]1[CH3:10].